Dataset: the Open Reaction Database (ORD), a public repository of structured organic reaction records. Task: describe an organic reaction: reactants, conditions, products, and yield Reactants: CCN=C=O, ClCCl, Nc1ccc(Cl)cc1C(=O)c1ccccc1. Yields the product CCN1C(=O)Nc2ccc(Cl)cc2C1(O)c1ccccc1. RXN SMILES: [CH2:1]([CH3:2])[N:3]=[C:4]=[O:5].[CH2:22]([Cl:23])[Cl:24].[NH2:6][c:7]1[c:8]([C:9](=[O:10])[c:11]2[cH:12][cH:13][cH:14][cH:15][cH:16]2)[cH:17][c:18]([Cl:21])[cH:19][cH:20]1>>[CH2:1]([CH3:2])[N:3]1[C:4](=[O:5])[NH:6][c:7]2[c:8]([cH:17][c:18]([Cl:21])[cH:19][cH:20]2)[C:9]1([OH:10])[c:11]1[cH:12][cH:13][cH:14][cH:15][cH:16]1.